The task is: describe an organic reaction: reactants, conditions, products, and yield. This data is from the Open Reaction Database (ORD), a public repository of structured organic reaction records. Reactants: FC=1C(=C(C(=O)O)C=CC1)N1N=CC=N1 (3-fluoro-2-(2H-1,2,3-triazol-2-yl)benzoic acid), CN(C)C=O (DMF), C(C(=O)Cl)(=O)Cl (oxalyl chloride), [C@H]12CN(CC[C@@H]2CN1)C(=O)OC(C)(C)C ((1S,6R)-tert-butyl 3,8-diazabicyclo[4.2.0]octane-3-carboxylate), TEA. The solvent is C(Cl)Cl (CH2Cl2), C(Cl)Cl (CH2Cl2), C(Cl)Cl (CH2Cl2). Reaction conditions: time 20 minute. Yields the product FC=1C(=C(C(=O)N2C[C@H]3CCN(C[C@@H]23)C(=O)OC(C)(C)C)C=CC1)N1N=CC=N1 ((1S,6R)-tert-butyl 8-(3-fluoro-2-(2H-1,2,3-triazol-2-yl)benzoyl)-3,8-diazabicyclo[4.2.0]octane-3-carboxylate). Isolated yield 125.7%. As a reaction SMILES: [F:1][C:2]1[C:3]([N:11]2[N:15]=[CH:14][CH:13]=[N:12]2)=[C:4]([CH:8]=[CH:9][CH:10]=1)[C:5]([OH:7])=O.CN(C=O)C.C(Cl)(=O)C(Cl)=O.[C@H:27]12[NH:34][CH2:33][C@H:32]1[CH2:31][CH2:30][N:29]([C:35]([O:37][C:38]([CH3:41])([CH3:40])[CH3:39])=[O:36])[CH2:28]2>C(Cl)Cl>[F:1][C:2]1[C:3]([N:11]2[N:15]=[CH:14][CH:13]=[N:12]2)=[C:4]([CH:8]=[CH:9][CH:10]=1)[C:5]([N:34]1[C@H:27]2[C@H:32]([CH2:31][CH2:30][N:29]([C:35]([O:37][C:38]([CH3:41])([CH3:40])[CH3:39])=[O:36])[CH2:28]2)[CH2:33]1)=[O:7]. Reported procedure: To 3-fluoro-2-(2H-1,2,3-triazol-2-yl)benzoic acid (390 mg, 1.9 mmol) in CH2Cl2 (18 mL) at 0° C. was added DMF (15 μL, 0.2 mmol) and oxalyl chloride (190 μL, 2.3 mmol). After 20 min, the 0° C. ice bath was removed and the reaction allowed to warm to rt. After 30 min the mixture was concentrated, diluted with CH2Cl2 (9 mL) and added to (1S,6R)-tert-butyl 3,8-diazabicyclo[4.2.0]octane-3-carboxylate (260 mg, 1.3 mmol) in CH2Cl2 (9 mL) and TEA (390 μL, 2.9 mmol). After judged complete by TLC and LC-M... The reactants are CCn1cc(C(=O)O)ccc1=O, CC(N)C(N)(c1ccc(F)cc1)c1ccc(C2CC2)nc1. Product: CCn1cc(C2=NC(c3ccc(F)cc3)(c3ccc(C4CC4)nc3)C(C)N2)ccc1=O. As a reaction SMILES: [CH2:22]([CH3:23])[n:24]1[c:25](=[O:33])[cH:26][cH:27][c:28]([C:30]([OH:31])=[O:32])[cH:29]1.[CH:1]1([c:4]2[cH:5][cH:6][c:7]([C:10]([CH:11]([CH3:12])[NH2:13])([NH2:14])[c:15]3[cH:16][cH:17][c:18]([F:21])[cH:19][cH:20]3)[cH:8][n:9]2)[CH2:2][CH2:3]1>>[CH:1]1([c:4]2[cH:5][cH:6][c:7]([C:10]3([c:15]4[cH:16][cH:17][c:18]([F:21])[cH:19][cH:20]4)[CH:11]([CH3:12])[NH:13][C:30]([c:28]4[cH:27][cH:26][c:25](=[O:33])[n:24]([CH2:22][CH3:23])[cH:29]4)=[N:14]3)[cH:8][n:9]2)[CH2:2][CH2:3]1.